From a dataset of the Open Reaction Database (ORD), a public repository of structured organic reaction records. describe an organic reaction: reactants, conditions, products, and yield Reactants: C1CCOC1, C[Si](C)(C)[N-][Si](C)(C)C, Cc1ccccc1, COC(=O)c1ccc(CBr)cc1, CO, Cc1c(-c2cccnc2)[nH]c2ccc(Cl)cc12, Cl, [K+]. The product is COC(=O)c1ccc(Cn2c(-c3cccnc3)c(C)c3cc(Cl)ccc32)cc1. RXN SMILES: [CH2:48]1[O:49][CH2:50][CH2:51][CH2:52]1.[CH3:20][Si:21]([N-:22][Si:23]([CH3:24])([CH3:25])[CH3:26])([CH3:27])[CH3:28].[CH3:29][c:30]1[cH:31][cH:32][cH:33][cH:34][cH:35]1.[CH3:36][O:37][C:38]([c:39]1[cH:40][cH:41][c:42]([CH2:45][Br:46])[cH:43][cH:44]1)=[O:47].[CH3:53][OH:54].[Cl:2][c:3]1[cH:4][c:5]2[c:6]([CH3:18])[c:7](-[c:12]3[cH:13][n:14][cH:15][cH:16][cH:17]3)[nH:8][c:9]2[cH:10][cH:11]1.[ClH:1].[K+:19]>>[Cl:2][c:3]1[cH:4][c:5]2[c:6]([CH3:18])[c:7](-[c:12]3[cH:13][n:14][cH:15][cH:16][cH:17]3)[n:8]([CH2:45][c:42]3[cH:41][cH:40][c:39]([C:38]([O:37][CH3:36])=[O:47])[cH:44][cH:43]3)[c:9]2[cH:10][cH:11]1. Starting materials: CC(C)(C)OC(=O)CCC(C(N)=O)N1Cc2c(O)cccc2C1=O, O=C([O-])[O-], CCN(C(C)C)C(C)C, Fc1ccc(CCl)cc1F, [Cs+], [Cs+], CN(C)C=O. Product: CC(C)(C)OC(=O)CCC(C(N)=O)N1Cc2c(OCc3ccc(F)c(F)c3)cccc2C1=O. RXN SMILES: [C:1]([CH3:2])([CH3:3])([CH3:4])[O:5][C:6]([CH2:7][CH2:8][CH:9]([N:10]1[C:11](=[O:20])[c:12]2[cH:13][cH:14][cH:15][c:16]([OH:19])[c:17]2[CH2:18]1)[C:21]([NH2:22])=[O:23])=[O:24].[C:34](=[O:35])([O-:36])[O-:37].[CH:25]([N:26]([CH2:27][CH3:28])[CH:29]([CH3:30])[CH3:31])([CH3:32])[CH3:33].[Cl:40][CH2:41][c:42]1[cH:43][c:44]([F:49])[c:45]([F:48])[cH:46][cH:47]1.[Cs+:38].[Cs+:39].[O:50]=[CH:51][N:52]([CH3:53])[CH3:54]>>[C:1]([CH3:2])([CH3:3])([CH3:4])[O:5][C:6]([CH2:7][CH2:8][CH:9]([N:10]1[C:11](=[O:20])[c:12]2[cH:13][cH:14][cH:15][c:16]([O:19][CH2:41][c:42]3[cH:43][c:44]([F:49])[c:45]([F:48])[cH:46][cH:47]3)[c:17]2[CH2:18]1)[C:21]([NH2:22])=[O:23])=[O:24].